From a dataset of the Open Reaction Database (ORD), a public repository of structured organic reaction records. describe an organic reaction: reactants, conditions, products, and yield Starting materials: C[Si](OC(=C)C1=CSC=C1)(C)C (1-Trimethylsilyloxy-1-(thiophen-3-yl)ethylene), [F-].[Cs+] (CsF), OC1=C(C=CC=C1)C(C=CCC1=C2C(=CS1)OCO2)=O (1-(2-hydroxyphenyl)-3-(3,4-methylenedioxythenyl)-2-propen-1-one), resin, CS(=O)C (dimethyl sulfoxide). Conditions: temperature 70 celsius. Yields the product OC1=C(C=CC=C1)C(CC(CC(=O)C1=CSC=C1)C1=CC2=C(C=C1)OCO2)=O (1-(2-hydroxyphenyl)-3-(3,4-methylenedioxyphenyl)-5-(thiophen-3-yl)-1,5-pentanedione). Reaction SMILES: C[Si](C)(C)[O:3][C:4]([C:6]1[CH:10]=[CH:9][S:8][CH:7]=1)=[CH2:5].[F-].[Cs+].[OH:15][C:16]1[CH:21]=[CH:20][CH:19]=[CH:18][C:17]=1[C:22](=[O:34])[CH:23]=[CH:24][CH2:25][C:26]1S[CH:29]=[C:28]2[O:31][CH2:32][O:33][C:27]=12.[CH3:35]S(C)=O>>[OH:15][C:16]1[CH:21]=[CH:20][CH:19]=[CH:18][C:17]=1[C:22](=[O:34])[CH2:23][CH:24]([C:25]1[CH:35]=[CH:29][C:28]2[O:31][CH2:32][O:33][C:27]=2[CH:26]=1)[CH2:3][C:4]([C:6]1[CH:10]=[CH:9][S:8][CH:7]=1)=[O:5] |f:1.2|. Procedure: 1-Trimethylsilyloxy-1-(thiophen-3-yl)ethylene (7.0 mmol; prepared according to J. Chem. Soc.,Perkin Trans. I 1989, 1585) and CsF (0.27 g, 1.76 mmol) were added to a suspension 1-(2-hydroxyphenyl)-3-(3,4-methylenedioxythenyl)-2-propen-1-one on Wang resin (2.0 g, 1.76 mmol), in dimethyl sulfoxide (30 mL). The reaction mixture was heated to 70° C. for 3 h and the reaction was quenched with 10% AcOH/CH2Cl2. The resin was filtered, washed with DMF (×2) and alternating MeOH and CH2Cl2 (×5), and dried ... Starting materials: NC1=NC=CC(=N1)C(=O)NCC=1C=NC(=C(C1)Cl)OCC(F)(F)F (2-amino-N-((5-chloro-6-(2,2,2-trifluoroethoxy)pyridin-3-yl)methyl)pyrimidine-4-carboxamide), C(C)(=O)Cl (acetyl chloride). Yields the product C(C)(=O)NC1=NC=CC(=N1)C(=O)NCC=1C=NC(=C(C1)Cl)OCC(F)(F)F (2-acetamido-N-((5-chloro-6-(2,2,2-trifluoroethoxy)pyridin-3-yl)methyl)pyrimidine-4-carboxamide). As a reaction SMILES: [NH2:1][C:2]1[N:7]=[C:6]([C:8]([NH:10][CH2:11][C:12]2[CH:13]=[N:14][C:15]([O:19][CH2:20][C:21]([F:24])([F:23])[F:22])=[C:16]([Cl:18])[CH:17]=2)=[O:9])[CH:5]=[CH:4][N:3]=1.[C:25](Cl)(=[O:27])[CH3:26]>>[C:25]([NH:1][C:2]1[N:7]=[C:6]([C:8]([NH:10][CH2:11][C:12]2[CH:13]=[N:14][C:15]([O:19][CH2:20][C:21]([F:23])([F:22])[F:24])=[C:16]([Cl:18])[CH:17]=2)=[O:9])[CH:5]=[CH:4][N:3]=1)(=[O:27])[CH3:26]. Procedure details: The title compound is prepared from 2-amino-N-((5-chloro-6-(2,2,2-trifluoroethoxy)pyridin-3-yl)methyl)pyrimidine-4-carboxamide (10 mg, 0.03 mmol, Step-1) and acetyl chloride (7 mg, 0.08 mmol) according to the procedure similar to that described in Step-2 of Example 8.